From a dataset of the Open Reaction Database (ORD), a public repository of structured organic reaction records. describe an organic reaction: reactants, conditions, products, and yield The reactants are C[N+]1(CCOCC1)[O-] (N-methylmorpholine N-oxide), C(C=C)C1=C(C(=CC(=C1)[N+](=O)[O-])F)O (2-Allyl-6-fluoro-4-nitro-phenol), CC(=O)C.O (acetone water). The reagents and catalysts are O=[Os](=O)(=O)=O (OsO4). Run at time 36 hour. Yields the product FC=1C(=C(C=C(C1)[N+](=O)[O-])CC(CO)O)O (3-(3-Fluoro-2-hydroxy-5-nitro-phenyl)-propane-1,2-diol). The yield is 85.2%. Reaction SMILES: C[N+]1([O-])CC[O:5]CC1.C([C:12]1[CH:17]=[C:16]([N+:18]([O-:20])=[O:19])[CH:15]=[C:14]([F:21])[C:13]=1[OH:22])C=C.[CH3:23][C:24]([CH3:26])=[O:25].O>O=[Os](=O)(=O)=O>[F:21][C:14]1[C:13]([OH:22])=[C:12]([CH2:23][CH:24]([OH:25])[CH2:26][OH:5])[CH:17]=[C:16]([N+:18]([O-:20])=[O:19])[CH:15]=1 |f:2.3|. Procedure details: N-methylmorpholine N-oxide (2.7 g, 23 mmol) was added to a suspension of Compound 3 (4.55 g, 23 mmol) in 50 mL of acetone/water (10:1) at 0° C. After 7 min OsO4 (1.048 mL, 0.092 mmol) was added slowly. The solution was stirred 36 h at room temperature, and then the solvent was evaporated in vacuo. It was acidified with dilute hydrochloric acid and extracted with ethyl acetate. The filtrate was concentrated to yield the corresponding compound 4 (5.1 g, yield 85.2%).